Dataset: the Open Reaction Database (ORD), a public repository of structured organic reaction records. Task: describe an organic reaction: reactants, conditions, products, and yield The reactants are [BH4-], CCO, C=C(C)C(C(=O)OC(C)(C)C)C1(CC(C)C)CCN(CCc2ccccc2)C1=O, [Na+], O=[O+][O-]. Product: CC(C)CC1(C(CCO)C(=O)OC(C)(C)C)CCN(CCc2ccccc2)C1=O. RXN SMILES: [BH4-:33].[CH3:35][CH2:36][OH:37].[CH3:4][CH:5]([CH2:6][C:7]1([CH:21]([C:22](=[O:23])[O:24][C:25]([CH3:26])([CH3:27])[CH3:28])[C:29](=[CH2:30])[CH3:31])[C:8](=[O:20])[N:9]([CH2:12][CH2:13][c:14]2[cH:15][cH:16][cH:17][cH:18][cH:19]2)[CH2:10][CH2:11]1)[CH3:32].[Na+:34].[O-:1][O+:2]=[O:3]>>[OH:1][CH2:30][CH2:29][CH:21]([C:7]1([CH2:6][CH:5]([CH3:4])[CH3:32])[C:8](=[O:20])[N:9]([CH2:12][CH2:13][c:14]2[cH:15][cH:16][cH:17][cH:18][cH:19]2)[CH2:10][CH2:11]1)[C:22](=[O:23])[O:24][C:25]([CH3:26])([CH3:27])[CH3:28]. Starting materials: Cl.NCCC1=CC(O)=C(O)C=C1 (dopamine hydrochloride), C1(CC1)C(=O)Cl (cyclopropane-carboxylic acid chloride). Run in N1=CC=CC=C1 (pyridine). Reaction conditions: time 5 hour. The product is OC=1C=C(C=CC1O)CCNC(=O)C1CC1 (N-[β-(3,4-Dihydroxyphenyl)-ethyl]-cyclopropanecarboxamide). RXN SMILES: Cl.[NH2:2][CH2:3][CH2:4][C:5]1[CH:12]=[CH:11][C:9]([OH:10])=[C:7]([OH:8])[CH:6]=1.[CH:13]1([C:16](Cl)=[O:17])[CH2:15][CH2:14]1>N1C=CC=CC=1>[OH:8][C:7]1[CH:6]=[C:5]([CH2:4][CH2:3][NH:2][C:16]([CH:13]2[CH2:15][CH2:14]2)=[O:17])[CH:12]=[CH:11][C:9]=1[OH:10] |f:0.1|. Reported procedure: Dissolve 15.0 g. of dopamine hydrochloride in 200 ml. of pyridine. Add with stirring 24.96 g. of cyclopropane-carboxylic acid chloride portionwise over a 2-hour period at room temperature. Stir at room temperature overnight. Add methanol (200 ml.), water (75 ml.) and concentrate ammonium hydroxide solution (50 ml.) to the reaction mixture and allow the clear solution to stand for 5 hours at room temperature. Pour the solution into 2 liters of of 2N hydrochloric acid and ice with vigorous agitati...